This data is from the Open Reaction Database (ORD), a public repository of structured organic reaction records. The task is: describe an organic reaction: reactants, conditions, products, and yield Reactants: COC1=CC=C(C2=C1N=C(S2)N)N2CCOCC2 (4-methoxy-7-morpholin-4-yl-benzothiazol-2-yl-amine), CN(CCCC(=O)Cl)C (4-dimethylamino-butyryl chloride). Yields the product CN(CCCC(=O)NC=1SC2=C(N1)C(=CC=C2N2CCOCC2)OC)C (4-Dimethylamino-N-(4-methoxy-7-morpholin-4-yl-benzothiazol-2-yl)-butyramide). Reaction SMILES: [CH3:1][O:2][C:3]1[C:8]2[N:9]=[C:10]([NH2:12])[S:11][C:7]=2[C:6]([N:13]2[CH2:18][CH2:17][O:16][CH2:15][CH2:14]2)=[CH:5][CH:4]=1.[CH3:19][N:20]([CH3:27])[CH2:21][CH2:22][CH2:23][C:24](Cl)=[O:25]>>[CH3:19][N:20]([CH3:27])[CH2:21][CH2:22][CH2:23][C:24]([NH:12][C:10]1[S:11][C:7]2[C:6]([N:13]3[CH2:18][CH2:17][O:16][CH2:15][CH2:14]3)=[CH:5][CH:4]=[C:3]([O:2][CH3:1])[C:8]=2[N:9]=1)=[O:25]. Reported procedure: Using 4-methoxy-7-morpholin-4-yl-benzothiazol-2-yl-amine and 4-dimethylamino-butyryl chloride the title compound was obtained as a light yellow solid (10%), MS: m/e=379 (M+H+).